This data is from the Open Reaction Database (ORD), a public repository of structured organic reaction records. The task is: describe an organic reaction: reactants, conditions, products, and yield Product: OCc1ccc(Sc2ccc(Cl)cc2)s1. Starting materials: [Al+3], O=Cc1ccc(Sc2ccc(Cl)cc2)s1, [H-], [H-], [H-], [H-], [Li+]. RXN SMILES: [Al+3:2].[Cl:7][c:8]1[cH:9][cH:10][c:11]([S:14][c:15]2[cH:16][cH:17][c:18]([CH:20]=[O:21])[s:19]2)[cH:12][cH:13]1.[H-:1].[H-:4].[H-:5].[H-:6].[Li+:3]>>[Cl:7][c:8]1[cH:9][cH:10][c:11]([S:14][c:15]2[cH:16][cH:17][c:18]([CH2:20][OH:21])[s:19]2)[cH:12][cH:13]1. Product: CC(CC1=NC2=C(N1CC1=CC=C(C=C1)C=1C(=CC=CC1)C(=O)O)C=CC=C2)C (4'-[(2-(2-Methylpropyl)-benzimidazol-1-yl)-methyl]biphenyl-2-carboxylic acid). Reported procedure: Prepared in analogous manner to Example 9 from tert.butyl 4'-[(2-(2-methylpropyl)-benzimidazol-1-yl)-methyl]biphenyl-2-carboxylate and trifluoroacetic acid. RXN SMILES: [CH3:1][CH:2]([CH3:33])[CH2:3][C:4]1[N:8]([CH2:9][C:10]2[CH:15]=[CH:14][C:13]([C:16]3[C:17]([C:22]([O:24]C(C)(C)C)=[O:23])=[CH:18][CH:19]=[CH:20][CH:21]=3)=[CH:12][CH:11]=2)[C:7]2[CH:29]=[CH:30][CH:31]=[CH:32][C:6]=2[N:5]=1.FC(F)(F)C(O)=O>>[CH3:1][CH:2]([CH3:33])[CH2:3][C:4]1[N:8]([CH2:9][C:10]2[CH:11]=[CH:12][C:13]([C:16]3[C:17]([C:22]([OH:24])=[O:23])=[CH:18][CH:19]=[CH:20][CH:21]=3)=[CH:14][CH:15]=2)[C:7]2[CH:29]=[CH:30][CH:31]=[CH:32][C:6]=2[N:5]=1. The reactants are CC(CC1=NC2=C(N1CC1=CC=C(C=C1)C=1C(=CC=CC1)C(=O)OC(C)(C)C)C=CC=C2)C (tert.butyl 4'-[(2-(2-methylpropyl)-benzimidazol-1-yl)-methyl]biphenyl-2-carboxylate), FC(C(=O)O)(F)F (trifluoroacetic acid). Reactants: FC1=C(C#N)C=CC(=C1)N1C2=CC=CC=C2C=2C(=CC=CC12)C1=NC2=C(N1)C=C(C=C2)F (2-fluoro-4-[4-(6-fluoro-1H-benzimidazol-2-yl)-9H-carbazol-9-yl]benzonitrile), aqueous solution, [OH-].[Na+] (sodium hydroxide), aqueous solution, OO (hydrogen peroxide), C([O-])([O-])=O.[K+].[K+] (potassium carbonate), CN1C=NC(=C1)CN ((1-methyl-1H-imidazol-4-yl)methylamine). Run in C(C)O (ethanol), CS(=O)C (dimethyl sulphoxide). Product: FC=1C=CC2=C(NC(=N2)C2=CC=CC=3N(C4=CC=CC=C4C23)C2=CC(=C(C(=O)N)C=C2)NCC=2N=CN(C2)C)C1 (4-[4-(6-fluoro-1H-benzimidazol-2-yl)-9H-carbazol-9-yl]-2-[(1-methyl-1H-imidazol-4-yl)methylamino]benzamide). As a reaction SMILES: F[C:2]1[CH:9]=[C:8]([N:10]2[C:22]3[CH:21]=[CH:20][CH:19]=[C:18]([C:23]4[NH:27][C:26]5[CH:28]=[C:29]([F:32])[CH:30]=[CH:31][C:25]=5[N:24]=4)[C:17]=3[C:16]3[C:11]2=[CH:12][CH:13]=[CH:14][CH:15]=3)[CH:7]=[CH:6][C:3]=1[C:4]#[N:5].C(=O)([O-])[O-].[K+].[K+].[CH3:39][N:40]1[CH:44]=[C:43]([CH2:45][NH2:46])[N:42]=[CH:41]1.[OH-:47].[Na+].OO>CS(C)=O.C(O)C>[F:32][C:29]1[CH:30]=[CH:31][C:25]2[N:24]=[C:23]([C:18]3[C:17]4[C:16]5[C:11](=[CH:12][CH:13]=[CH:14][CH:15]=5)[N:10]([C:8]5[CH:7]=[CH:6][C:3]([C:4]([NH2:5])=[O:47])=[C:2]([NH:46][CH2:45][C:43]6[N:42]=[CH:41][N:40]([CH3:39])[CH:44]=6)[CH:9]=5)[C:22]=4[CH:21]=[CH:20][CH:19]=3)[NH:27][C:26]=2[CH:28]=1 |f:1.2.3,5.6|. Procedure details: The process is carried out as in stage 3 of Example 3, but using 160 mg of 2-fluoro-4-[4-(6-fluoro-1H-benzimidazol-2-yl)-9H-carbazol-9-yl]benzonitrile, obtained according to stage 2 of Example 3, 210 mg of potassium carbonate and 338.5 mg of (1-methyl-1H-imidazol-4-yl)methylamine in 3.3 ml of dimethyl sulphoxide, in a microwave for 1 hour and 30 minutes at 115° C. 0.76 ml of a 1M aqueous solution of sodium hydroxide, 0.70 ml of a 30% aqueous solution of hydrogen peroxide and 6.6 ml of ethanol ar... Starting materials: N (ammonia), C(C)P(O)(=O)CCC#N (ethyl(2-cyanoethyl)phosphinic acid), [H][H] (hydrogen), [OH-].[Na+] (sodium hydroxide), S(O)(O)(=O)=O (sulfuric acid). Reagents/catalysts: [Ni] (Raney® nickel). Solvent: O (water), C(C)O (ethanol), O (water). Product: C(C)P(O)(=O)CCCN (ethyl(3-aminopropyl)phosphinic acid). Isolated yield 66.9%. RXN SMILES: N.[CH2:2]([P:4]([CH2:7][CH2:8][C:9]#[N:10])(=[O:6])[OH:5])[CH3:3].[H][H].[OH-].[Na+].S(=O)(=O)(O)O>O.[Ni].C(O)C>[CH2:2]([P:4]([CH2:7][CH2:8][CH2:9][NH2:10])(=[O:5])[OH:6])[CH3:3] |f:3.4|. Procedure details: In a glass autoclave, 240 g of ethanol, 68 g of ammonia, 52 g of water, 6.4 g of Raney® nickel (doped with 1.5% by weight of chromium), 54.4 g (0.37 mol) of ethyl-(2-cyanoethyl)phosphinic acid (produced as in Example 5) are reacted at 70° C. with hydrogen at 25 bar. Following a reaction time of 8 hours, the autoclave was let down, the reaction solution was filtered and the filtrate was concentrated in vacuo. The residue obtained is taken up in 150 g of water admixed with about 30 g (0.37 mol) of... Starting materials: [Al+3], Cc1ccc(C(C)(C)CC2CC(=O)OC2(C)C)cc1, Cc1ccccc1, [Cl-], [Cl-], [Cl-]. Yields the product Cc1ccc2c(c1)C(C)(C)C(CC(=O)O)CC2(C)C. Reaction SMILES: [Al+3:21].[CH3:1][C:2]1([CH3:19])[CH:3]([CH2:8][C:9]([CH3:10])([c:11]2[cH:12][cH:13][c:14]([CH3:17])[cH:15][cH:16]2)[CH3:18])[CH2:4][C:5](=[O:7])[O:6]1.[CH3:24][c:25]1[cH:26][cH:27][cH:28][cH:29][cH:30]1.[Cl-:20].[Cl-:22].[Cl-:23]>>[CH3:1][C:2]1([CH3:19])[CH:3]([CH2:4][C:5]([OH:6])=[O:7])[CH2:8][C:9]([CH3:10])([CH3:18])[c:11]2[cH:12][cH:13][c:14]([CH3:17])[cH:15][c:16]21.